From a dataset of the Open Reaction Database (ORD), a public repository of structured organic reaction records. describe an organic reaction: reactants, conditions, products, and yield Starting materials: C1COCCO1, CC(C)(C)[O-], CC(C)c1cc(C(C)C)c(-c2ccccc2P(C2CCCCC2)C2CCCCC2)c(C(C)C)c1, Fc1cc(CN2CCOCC2)c(F)cc1Cl, Cc1ncc(-c2nc(N)ncc2F)n1C1CCOCC1, [K+], O=C(C=Cc1ccccc1)C=Cc1ccccc1, O=C(C=Cc1ccccc1)C=Cc1ccccc1, O=C(C=Cc1ccccc1)C=Cc1ccccc1, [Pd], [Pd]. Yields the product Cl, Cc1ncc(-c2nc(Nc3cc(F)c(CN4CCOCC4)cc3F)ncc2F)n1C1CCOCC1. Reaction SMILES: [CH2:77]1[O:78][CH2:79][CH2:80][O:81][CH2:82]1.[CH3:37][C:38]([CH3:39])([O-:40])[CH3:41].[CH:43]1([P:44]([CH:45]2[CH2:46][CH2:47][CH2:48][CH2:49][CH2:50]2)[c:51]2[cH:52][cH:53][cH:54][cH:55][c:56]2-[c:57]2[c:58]([CH:59]([CH3:60])[CH3:61])[cH:62][c:63]([CH:64]([CH3:65])[CH3:66])[cH:67][c:68]2[CH:69]([CH3:70])[CH3:71])[CH2:72][CH2:73][CH2:74][CH2:75][CH2:76]1.[Cl:21][c:22]1[cH:23][c:24]([F:36])[c:25]([CH2:26][N:27]2[CH2:28][CH2:29][O:30][CH2:31][CH2:32]2)[cH:33][c:34]1[F:35].[F:1][c:2]1[c:3](-[c:9]2[cH:10][n:11][c:12]([CH3:20])[n:13]2[CH:14]2[CH2:15][CH2:16][O:17][CH2:18][CH2:19]2)[n:4][c:5]([NH2:8])[n:6][cH:7]1.[K+:42].[O:103]=[C:104]([CH:105]=[CH:106][c:107]1[cH:108][cH:109][cH:110][cH:111][cH:112]1)[CH:113]=[CH:114][c:115]1[cH:116][cH:117][cH:118][cH:119][cH:120]1.[O:121]=[C:122]([CH:123]=[CH:124][c:125]1[cH:126][cH:127][cH:128][cH:129][cH:130]1)[CH:131]=[CH:132][c:133]1[cH:134][cH:135][cH:136][cH:137][cH:138]1.[O:85]=[C:86]([CH:87]=[CH:88][c:89]1[cH:90][cH:91][cH:92][cH:93][cH:94]1)[CH:95]=[CH:96][c:97]1[cH:98][cH:99][cH:100][cH:101][cH:102]1.[Pd:83].[Pd:84]>>[ClH:21].[F:1][c:2]1[c:3](-[c:9]2[cH:10][n:11][c:12]([CH3:20])[n:13]2[CH:14]2[CH2:15][CH2:16][O:17][CH2:18][CH2:19]2)[n:4][c:5]([NH:8][c:22]2[cH:23][c:24]([F:36])[c:25]([CH2:26][N:27]3[CH2:28][CH2:29][O:30][CH2:31][CH2:32]3)[cH:33][c:34]2[F:35])[n:6][cH:7]1.